The task is: describe an organic reaction: reactants, conditions, products, and yield. This data is from the Open Reaction Database (ORD), a public repository of structured organic reaction records. The reactants are COCCOCCOC, CC1(C)CC(CCCCNc2nc(Cl)nc(NCCCCC3CC(C)(C)N(OC4CCCCC4)C(C)(C)C3)n2)CC(C)(C)N1OC1CCCCC1, NCCCCCC(=O)[O-], [Na+]. The product is CC1(C)CC(CCCCNc2nc(NCCCCCC(=O)O)nc(NCCCCC3CC(C)(C)N(OC4CCCCC4)C(C)(C)C3)n2)CC(C)(C)N1OC1CCCCC1. As a reaction SMILES: [CH3:62][O:63][CH2:64][CH2:65][O:66][CH2:67][CH2:68][O:69][CH3:70].[Cl:1][c:2]1[n:3][c:4]([NH:30][CH2:31][CH2:32][CH2:33][CH2:34][CH:35]2[CH2:36][C:37]([CH3:50])([CH3:51])[N:38]([O:43][CH:44]3[CH2:45][CH2:46][CH2:47][CH2:48][CH2:49]3)[C:39]([CH3:41])([CH3:42])[CH2:40]2)[n:5][c:6]([NH:8][CH2:9][CH2:10][CH2:11][CH2:12][CH:13]2[CH2:14][C:15]([CH3:28])([CH3:29])[N:16]([O:21][CH:22]3[CH2:23][CH2:24][CH2:25][CH2:26][CH2:27]3)[C:17]([CH3:19])([CH3:20])[CH2:18]2)[n:7]1.[NH2:52][CH2:53][CH2:54][CH2:55][CH2:56][CH2:57][C:58](=[O:59])[O-:60].[Na+:61]>>[c:2]1([NH:52][CH2:53][CH2:54][CH2:55][CH2:56][CH2:57][C:58](=[O:59])[OH:60])[n:3][c:4]([NH:30][CH2:31][CH2:32][CH2:33][CH2:34][CH:35]2[CH2:36][C:37]([CH3:50])([CH3:51])[N:38]([O:43][CH:44]3[CH2:45][CH2:46][CH2:47][CH2:48][CH2:49]3)[C:39]([CH3:41])([CH3:42])[CH2:40]2)[n:5][c:6]([NH:8][CH2:9][CH2:10][CH2:11][CH2:12][CH:13]2[CH2:14][C:15]([CH3:28])([CH3:29])[N:16]([O:21][CH:22]3[CH2:23][CH2:24][CH2:25][CH2:26][CH2:27]3)[C:17]([CH3:19])([CH3:20])[CH2:18]2)[n:7]1. The reactants are C1(CCCC1)N1C=C(C(C2=CC(=C(C(=C12)F)F)F)=O)C(=O)O (1-cyclopentyl-6,7,8-trifluoro-1,4-dihydro-4-oxo-3-quinolinecarboxylic acid), 1,8-diazobicyclo[5.4.0]undec-7-ene, C(C)NCC1CNCC1 (3-[(ethylamino)methyl]pyrrolidine). The solvent is C(C)#N (acetonitrile). Yields the product C1(CCCC1)N1C=C(C(C2=CC(=C(C(=C12)F)N1CC(CC1)CNCC)F)=O)C(=O)O (1-cyclopentyl-7-[3-[(ethylamino)methyl]-1-pyrrolidinyl]-6,8-difluoro-1,4-dihydro-4-oxo-3-quinolinecarboxylic acid). Isolated yield 74.2%. As a reaction SMILES: [CH:1]1([N:6]2[C:15]3[C:10](=[CH:11][C:12]([F:18])=[C:13](F)[C:14]=3[F:16])[C:9](=[O:19])[C:8]([C:20]([OH:22])=[O:21])=[CH:7]2)[CH2:5][CH2:4][CH2:3][CH2:2]1.[CH2:23]([NH:25][CH2:26][CH:27]1[CH2:31][CH2:30][NH:29][CH2:28]1)[CH3:24]>C(#N)C>[CH:1]1([N:6]2[C:15]3[C:10](=[CH:11][C:12]([F:18])=[C:13]([N:29]4[CH2:30][CH2:31][CH:27]([CH2:26][NH:25][CH2:23][CH3:24])[CH2:28]4)[C:14]=3[F:16])[C:9](=[O:19])[C:8]([C:20]([OH:22])=[O:21])=[CH:7]2)[CH2:2][CH2:3][CH2:4][CH2:5]1. Reported procedure: To 0.86 g (2.7 mmol) of the 1-cyclopentyl-6,7,8-trifluoro-1,4-dihydro-4-oxo-3-quinolinecarboxylic acid in 10 ml of acetonitrile was added 0.40 g (2.7 mmol) of 1,8-diazobicyclo[5.4.0]undec-7-ene and 0.36 g (2.7 mmol) of 3-[(ethylamino)methyl]pyrrolidine. The mixture was refluxed for seven hours, cooled, filtered, and the solids washed with ether to give 0.84 g of 1-cyclopentyl-7-[3-[(ethylamino)methyl]-1-pyrrolidinyl]-6,8-difluoro-1,4-dihydro-4-oxo-3-quinolinecarboxylic acid, mp 214°-217° C. The reactants are C(CCCCCCC)C1=CC=C(S1)C(=O)O (5-octylthiophene-2-carboxylic acid), C(CCC)[Si](CCCOC1=CC=C(C=C1)O)(C)C (4-[3-(butyldimethylsilyl)propoxy]phenol), C1(CCCCC1)N=C=NC1CCCCC1 (N,N'-dicyclohexylcarbodiimide), N1(CCCC1)C1=CC=NC=C1 (4-pyrrolidinopyridine). The solvent is ClCCl (dichloromethane). Conditions: time 5 hour. The product is C(CCCCCCC)C1=CC=C(S1)C(=O)OC1=CC=C(C=C1)OCCC[Si](C)(C)CCCC (4-[3-(butyldimethylsilyl)propoxy]phenyl 5-octylthiophene-2-carboxylate). Yield: 58.4%. RXN SMILES: [CH2:1]([C:9]1[S:13][C:12]([C:14]([OH:16])=[O:15])=[CH:11][CH:10]=1)[CH2:2][CH2:3][CH2:4][CH2:5][CH2:6][CH2:7][CH3:8].[CH2:17]([Si:21]([CH3:34])([CH3:33])[CH2:22][CH2:23][CH2:24][O:25][C:26]1[CH:31]=[CH:30][C:29](O)=[CH:28][CH:27]=1)[CH2:18][CH2:19][CH3:20].C1(N=C=NC2CCCCC2)CCCCC1.N1(C2C=CN=CC=2)CCCC1>ClCCl>[CH2:1]([C:9]1[S:13][C:12]([C:14]([O:16][C:29]2[CH:30]=[CH:31][C:26]([O:25][CH2:24][CH2:23][CH2:22][Si:21]([CH2:17][CH2:18][CH2:19][CH3:20])([CH3:34])[CH3:33])=[CH:27][CH:28]=2)=[O:15])=[CH:11][CH:10]=1)[CH2:2][CH2:3][CH2:4][CH2:5][CH2:6][CH2:7][CH3:8]. Procedure details: 15 ml of dichloromethane was added to 0.38 g (1.58 mM) of 5-octylthiophene-2-carboxylic acid and 0.42 g (1.58 mM) of 4-[3-(butyldimethylsilyl)propoxy]phenol, followed by stirring at room temperature to the mixture, 0.31 g (1.50 mM) of N,N'-dicyclohexylcarbodiimide (DCC) and 0.02 g of 4-pyrrolidinopyridine were added, followed by stirring for 5 hours at room temperature. The resultant dicyclohexylurea was recovered by filtration, followed by washing with dichloromethane to be added to the filtrat... Starting materials: O (water), ClC1=C(C=CC(=C1)Cl)[N+](=O)[O-] (2,4-dichloronitrobenzene), aqueous solution, CN (methylamine), methanolic solution, C[O-].[Na+] (sodium methoxide), methanolic solution, C[O-].[Na+] (sodium methoxide). The solvent is CN(C(C)=O)C (N,N-dimethylacetamide). Run at temperature 77.5 celsius, time 2 hour. The product is COC=1C=CC(=C(C1)NC)[N+](=O)[O-] (N-(5-Methoxy-2-nitrophenyl)-N-methylamine). Yield: 77.3%. RXN SMILES: Cl[C:2]1[CH:7]=[C:6](Cl)[CH:5]=[CH:4][C:3]=1[N+:9]([O-:11])=[O:10].[CH3:12][NH2:13].[CH3:14][O-:15].[Na+].O>CN(C)C(=O)C>[CH3:14][O:15][C:6]1[CH:5]=[CH:4][C:3]([N+:9]([O-:11])=[O:10])=[C:2]([NH:13][CH3:12])[CH:7]=1 |f:2.3|. Procedure details: To a solution of 2,4-dichloronitrobenzene (3.0 g) in N,N-dimethylacetamide (30 ml) was added a 40% aqueous solution of methylamine (4.9 g) at room temperature, and the resulting mixture was stirred at 75-80° C. for 2 hours. Subsequently, to the reaction mixture was added a 28% methanolic solution of sodium methoxide (7.6 g), and the resulting mixture was stirred at the same temperature for 1.5 hours. Furthermore, to the reaction mixture was added a 28% methanolic solution of sodium methoxide (1....